From a dataset of the Open Reaction Database (ORD), a public repository of structured organic reaction records. describe an organic reaction: reactants, conditions, products, and yield Reactants: NC1=CC2=C(C(NC3=NC=CC=C23)=O)C=C1 (9-Amino-5H-benzo[c][1,8]naphthyridin-6-one), [N+](=O)([O-])C=1C=C(CBr)C=CC1 (3-nitro-benzyl bromide). Product: [N+](=O)([O-])C=1C=C(CNC2=CC3=C(C(NC4=NC=CC=C34)=O)C=C2)C=CC1 (9-(3-Nitrobenzylamino)benzo[c][1,8]naphthyridin-6(5H)-one). The yield is 11.5%. As a reaction SMILES: [NH2:1][C:2]1[CH:16]=[CH:15][C:5]2[C:6](=[O:14])[NH:7][C:8]3[C:13]([C:4]=2[CH:3]=1)=[CH:12][CH:11]=[CH:10][N:9]=3.[N+:17]([C:20]1[CH:21]=[C:22]([CH:25]=[CH:26][CH:27]=1)[CH2:23]Br)([O-:19])=[O:18]>>[N+:17]([C:20]1[CH:21]=[C:22]([CH:25]=[CH:26][CH:27]=1)[CH2:23][NH:1][C:2]1[CH:16]=[CH:15][C:5]2[C:6](=[O:14])[NH:7][C:8]3[C:13]([C:4]=2[CH:3]=1)=[CH:12][CH:11]=[CH:10][N:9]=3)([O-:19])=[O:18]. Reported procedure: The title compound was synthesized according to the procedure described for the preparation of Example 458 using 70 (115 mg, 0.55 mmol) and 3-nitro-benzyl bromide (113 mg, 0.66 mmol) to provide 465 (22 mg, 11% yield) as a white powder. LC-MS (M+H=347, obsd.=347). 1H NMR (400 MHz, DMSO-D6) δ 8.47 (m, 2H), 8.13 (s, 1H), 8.05 (m, 2H), 7.74 (d, J=7.7 , 1H), 7.58 (t, J=7.9, 1H), 7.42 (d, J=2.0, 1H), 7.37 (dd, J=4.7, 7.8, 1H), 6.91 (dd, J=2.0, 8.7, 1H), 6.24 (s, 2H), 5.76 (s, 2H). Starting materials: CCOC(=O)N1CCC(=C2c3ccc(Cl)cc3CCc4cc(Br)cnc24)CC1, CC1(C)OB(OC1(C)C)c2cnn(Cc3ccccc3)c2. Reagents/catalysts: CCN=P(N=P(N(C)C)(N(C)C)N(C)C)(N(C)C)N(C)C (P2-Et), CC(C)c1cc(C(C)C)c(-c2ccccc2[PH](C(C)(C)C)(C(C)(C)C)[Pd]2(OS(C)(=O)=O)Nc3ccccc3-c3ccccc32)c(C(C)C)c1 (tBuXphos G3). Run in CS(C)=O (DMSO), O (water), CS(C)=O (DMSO), CS(C)=O (DMSO), CS(C)=O (DMSO). Reaction conditions: time 22 hour. The product is CCOC(=O)N1CCC(=C2c3ccc(Cl)cc3CCc4cc(cnc24)c5cnn(Cc6ccccc6)c5)CC1, CCOC(=O)N1CCC(=C2c3ccc(Cl)cc3CCc4cc(Br)cnc24)CC1, c1ccc(-c2ccccc2)cc1. The reactants are [Al+3], CCOCC, COC(=O)CCc1cn(Cc2ccc(OCc3nc(-c4ccccc4)oc3C)cc2)nc1-c1ccccc1, Cl, [H-], [H-], [H-], [H-], [Li+], O. The product is Cc1oc(-c2ccccc2)nc1COc1ccc(Cn2cc(CCCO)c(-c3ccccc3)n2)cc1. Reaction SMILES: [Al+3:2].[CH3:47][CH2:48][O:49][CH2:50][CH3:51].[CH3:7][c:8]1[c:9]([CH2:19][O:20][c:21]2[cH:22][cH:23][c:24]([CH2:25][n:26]3[n:27][c:28](-[c:37]4[cH:38][cH:39][cH:40][cH:41][cH:42]4)[c:29]([CH2:31][CH2:32][C:33](=[O:34])[O:35][CH3:36])[cH:30]3)[cH:43][cH:44]2)[n:10][c:11](-[c:13]2[cH:14][cH:15][cH:16][cH:17][cH:18]2)[o:12]1.[ClH:46].[H-:1].[H-:4].[H-:5].[H-:6].[Li+:3].[OH2:45]>>[CH3:7][c:8]1[c:9]([CH2:19][O:20][c:21]2[cH:22][cH:23][c:24]([CH2:25][n:26]3[n:27][c:28](-[c:37]4[cH:38][cH:39][cH:40][cH:41][cH:42]4)[c:29]([CH2:31][CH2:32][CH2:33][OH:34])[cH:30]3)[cH:43][cH:44]2)[n:10][c:11](-[c:13]2[cH:14][cH:15][cH:16][cH:17][cH:18]2)[o:12]1. Reactants: NC1=C2C=CN(C(C2=CC=C1)=O)CC1=CC=CC=C1 (5-Amino-2-benzyl-2H-isoquinolin-1-one), Cl.ClCCNCCCl (bis-(2-chloroethyl)-amine hydrochloride). The product is C(C1=CC=CC=C1)N1C(C2=CC=CC(=C2C=C1)N1CCNCC1)=O (2-benzyl-5-piperazin-1-yl-2H-isoquinolin-1-one). RXN SMILES: [NH2:1][C:2]1[CH:11]=[CH:10][CH:9]=[C:8]2[C:3]=1[CH:4]=[CH:5][N:6]([CH2:13][C:14]1[CH:19]=[CH:18][CH:17]=[CH:16][CH:15]=1)[C:7]2=[O:12].Cl.Cl[CH2:22][CH2:23][NH:24][CH2:25][CH2:26]Cl>>[CH2:13]([N:6]1[CH:5]=[CH:4][C:3]2[C:8](=[CH:9][CH:10]=[CH:11][C:2]=2[N:1]2[CH2:26][CH2:25][NH:24][CH2:23][CH2:22]2)[C:7]1=[O:12])[C:14]1[CH:19]=[CH:18][CH:17]=[CH:16][CH:15]=1 |f:1.2|. Procedure: 5-Amino-2-benzyl-2H-isoquinolin-1-one (0.687 g, 2.75 mmol)) from step 4 was combined with excess bis-(2-chloroethyl)-amine hydrochloride and heated to a melt for 5 minutes. TLC analysis showed one major product and several minor side products. The reaction mixture was chromatographed over silica gel (CH2Cl2/MeOH, 95:5) to afford 2-benzyl-5-piperazin-1-yl-2H-isoquinolin-1-one (0.103 mg, 0.32 mmol); M+H=320. Starting materials: ClC(C)Cl (dichloroethane), ice, C(C)(=O)NC1=CC=CC=C1 (acetanilide), C(C1=CC=CC=C1)(=O)Cl (benzoyl chloride), [Cl-].[Al+3].[Cl-].[Cl-] (aluminum chloride), Cl (hydrochloric acid). Run at temperature 80 celsius. Product: C(C1=CC=CC=C1)(=O)C1=CC=C(NC(C)=O)C=C1 (p-benzoylacetanilide). Reaction SMILES: [C:1]([NH:4][C:5]1[CH:10]=[CH:9][CH:8]=[CH:7][CH:6]=1)(=[O:3])[CH3:2].[Cl-].[Al+3].[Cl-].[Cl-].ClC(Cl)C.[C:19](Cl)(=[O:26])[C:20]1[CH:25]=[CH:24][CH:23]=[CH:22][CH:21]=1.Cl>>[C:19]([C:8]1[CH:9]=[CH:10][C:5]([NH:4][C:1](=[O:3])[CH3:2])=[CH:6][CH:7]=1)(=[O:26])[C:20]1[CH:25]=[CH:24][CH:23]=[CH:22][CH:21]=1 |f:1.2.3.4|. Procedure details: An ice-cooled solution of 5 grams of acetanilide and 15 g. of aluminum chloride in 75 ml. of dichloroethane is treated with 5 g. of benzoyl chloride in portions. The mixture is then heated at 80° C for 3 hours, decomposed with ice and dilute hydrochloric acid and the resulting solid isolated by suction filtration and recrystallized from ethanol:water to give p-benzoylacetanilide. The reactants are COc1ccc(Cl)c(N)c1, COCc1cc(Cl)nc(-c2csc(C)n2)n1. Yields the product COCc1cc(Nc2cc(OC)ccc2Cl)nc(-c2csc(C)n2)n1. RXN SMILES: [Cl:17][c:18]1[c:19]([NH2:20])[cH:21][c:22]([O:25][CH3:26])[cH:23][cH:24]1.[Cl:1][c:2]1[n:3][c:4](-[c:11]2[n:12][c:13]([CH3:16])[s:14][cH:15]2)[n:5][c:6]([CH2:8][O:9][CH3:10])[cH:7]1>>[c:2]1([NH:20][c:19]2[c:18]([Cl:17])[cH:24][cH:23][c:22]([O:25][CH3:26])[cH:21]2)[n:3][c:4](-[c:11]2[n:12][c:13]([CH3:16])[s:14][cH:15]2)[n:5][c:6]([CH2:8][O:9][CH3:10])[cH:7]1. The reactants are C(C1=CC=CC=C1)N1C(C(=C(C=C1)OCC1=CC=CC=C1)I)=O (1-benzyl-4-benzyloxy-3-iodo-2-pyridone), dichloro[1,1-bis(diphenylphosphino)ferrocene]palladium(II) dichloromethane, CCN(C(C)C)C(C)C (Hunig's base), C(C)[Si](CC)(CC)C#CC1=CC=CC=C1 (triethylsilyl phenylacetylene). Run in CN(C)C=O (DMF). Reaction conditions: temperature 110 celsius, time 12 hour. Yields the product C(C1=CC=CC=C1)N1C2=C(C(C=C1)=O)C(=C(O2)[Si](CC)(CC)CC)C2=CC=CC=C2 (7-benzyl-3-phenyl-2-(triethylsily)furo[2,3-b]pyridine-4(7H)-one). Reaction SMILES: [CH2:1]([N:8]1[CH:13]=[CH:12][C:11]([O:14]CC2C=CC=CC=2)=[C:10](I)[C:9]1=[O:23])[C:2]1[CH:7]=[CH:6][CH:5]=[CH:4][CH:3]=1.CCN(C(C)C)C(C)C.[CH2:33]([Si:35]([C:40]#[C:41][C:42]1[CH:47]=[CH:46][CH:45]=[CH:44][CH:43]=1)([CH2:38][CH3:39])[CH2:36][CH3:37])[CH3:34]>CN(C=O)C>[CH2:1]([N:8]1[CH:13]=[CH:12][C:11](=[O:14])[C:10]2[C:41]([C:42]3[CH:47]=[CH:46][CH:45]=[CH:44][CH:43]=3)=[C:40]([Si:35]([CH2:38][CH3:39])([CH2:33][CH3:34])[CH2:36][CH3:37])[O:23][C:9]1=2)[C:2]1[CH:3]=[CH:4][CH:5]=[CH:6][CH:7]=1. Procedure: A 250-ml round bottom flask was charged with 1-benzyl-4-benzyloxy-3-iodo-2-pyridone (6.00 g, 14.40 mmol), dichloro[1,1-bis(diphenylphosphino)ferrocene]palladium(II) dichloromethane adduct (1.18 g, 1.44 mmol), DMF (60 mL), Hunig's base (3 mL, 17.30 mmol), triethylsilyl phenylacetylene (9.34 g, 43.10 mmol). The system was evacuated and purged with N2 three times, and the reaction was stirred at 110° C. for 12 hrs. The reaction mixture was diluted with EtOAc and washed with water. The organic layer...